Dataset: the Open Reaction Database (ORD), a public repository of structured organic reaction records. Task: describe an organic reaction: reactants, conditions, products, and yield Reactants: NC1=NC=C(C(=N1)N)CC1=C2C=CC=NC2=CC(=C1)OC (2,4-diamino-5-(7-methoxy-5-quinolylmethyl)pyrimidine), [N+](=O)(O)[O-] (nitric acid), [OH-].[Na+] (sodium hydroxide). Run in S(O)(O)(=O)=O (sulfuric acid). Reaction conditions: time 30 minute. Product: NC1=NC=C(C(=N1)N)CC1=C2C=CC=NC2=C(C(=C1)OC)[N+](=O)[O-] (2,4-Diamino-5-(7-methoxy-8-nitro-5-quinolylmethyl)pyrimidine). RXN SMILES: [NH2:1][C:2]1[N:7]=[C:6]([NH2:8])[C:5]([CH2:9][C:10]2[CH:19]=[C:18]([O:20][CH3:21])[CH:17]=[C:16]3[C:11]=2[CH:12]=[CH:13][CH:14]=[N:15]3)=[CH:4][N:3]=1.[N+:22]([O-])([OH:24])=[O:23].[OH-].[Na+]>S(=O)(=O)(O)O>[NH2:1][C:2]1[N:7]=[C:6]([NH2:8])[C:5]([CH2:9][C:10]2[CH:19]=[C:18]([O:20][CH3:21])[C:17]([N+:22]([O-:24])=[O:23])=[C:16]3[C:11]=2[CH:12]=[CH:13][CH:14]=[N:15]3)=[CH:4][N:3]=1 |f:2.3|. Reported procedure: To a cold (5°) solution of 2,4-diamino-5-(7-methoxy-5-quinolylmethyl)pyrimidine (0.28 g, 1.0 mmol) in concentrated sulfuric acid (2 mL) was added dropwise 90% nitric acid (0.10 g, 1.4 mmol). After stirring at 5° for 30 min, the reaction was poured onto ice and the resulting solution taken to pH 3 with 5N sodium hydroxide. The tan solid that separated was collected then boiled in water and filtered to remove insolubles. The filtrate was taken to pH 8 with 1M sodium carbonate to precipitate the ti... As a reaction SMILES: [BH4-:17].[C:1]([CH3:2])([CH3:3])([CH3:4])[N:5]1[CH2:6][C:7](=[O:16])[NH:8][c:9]2[cH:10][cH:11][cH:12][c:13]([Cl:15])[c:14]21.[Na+:18].[OH2:19].[S:20](=[O:21])(=[O:22])([OH:23])[OH:24]>>[NH:5]1[CH2:6][C:7](=[O:16])[NH:8][c:9]2[cH:10][cH:11][cH:12][c:13]([Cl:15])[c:14]21. Starting materials: [BH4-], CC(C)(C)N1CC(=O)Nc2cccc(Cl)c21, [Na+], O, O=S(=O)(O)O. The product is O=C1CNc2c(Cl)cccc2N1. Reported procedure: About 15 g of 5,6-diamino-1-(2-hydroxypropyl)-3-propyl-2,4-(1H, 3H)-pyrimidinedione as an oil was refluxed for one hour in 50 ml of acetic acid. The solution was evaporated and the residue was dissolved in water. Active carbon was added and filtered off. To the filtrate 25 ml of 5-N NaOH was added and the solution was refluxed for 30 minutes. Hydrochloric acid was added until acid reaction and the received crystals were filtered off and recrystallized from 200 ml of water. Yield 2.7 g. NMR. Product: OC(CN1C(N(C(C=2NC(=NC12)C)=O)CCC)=O)C (3,7-dihydro-3-(2-hydroxypropyl)-8-methyl-1-propyl-1H-purine-2,6-dione). RXN SMILES: [NH2:1][C:2]1[C:3](=[O:17])[N:4]([CH2:14][CH2:15][CH3:16])[C:5](=[O:13])[N:6]([CH2:9][CH:10]([OH:12])[CH3:11])[C:7]=1[NH2:8].[C:18](O)(=O)[CH3:19]>>[OH:12][CH:10]([CH3:11])[CH2:9][N:6]1[C:7]2[N:8]=[C:18]([CH3:19])[NH:1][C:2]=2[C:3](=[O:17])[N:4]([CH2:14][CH2:15][CH3:16])[C:5]1=[O:13]. Starting materials: NC=1C(N(C(N(C1N)CC(C)O)=O)CCC)=O (5,6-diamino-1-(2-hydroxypropyl)-3-propyl-2,4-(1H, 3H)-pyrimidinedione), C(C)(=O)O (acetic acid). Starting materials: sodium dihydro-bis(2-methoxyethoxy)-aluminate, Cl (hydrochloric acid), FC=1C=C(C(=O)O)C(=CC1)SC1=CC=CC=C1 (3-fluoro-6-(phenylthio)-benzoic acid), Cl (hydrochloric acid), 3-N. Solvent: C1=CC=CC=C1 (benzene), C1=CC=CC=C1 (benzene), O1CCCC1 (tetrahydrofuran). Run at temperature 20 celsius. The product is FC=1C=C(CO)C(=CC1)SC1=CC=CC=C1 (3-fluoro-6-(phenylthio)-benzyl alcohol). Reaction SMILES: [F:1][C:2]1[CH:3]=[C:4]([C:8]([S:11][C:12]2[CH:17]=[CH:16][CH:15]=[CH:14][CH:13]=2)=[CH:9][CH:10]=1)[C:5](O)=[O:6].Cl>O1CCCC1.C1C=CC=CC=1>[F:1][C:2]1[CH:3]=[C:4]([C:8]([S:11][C:12]2[CH:13]=[CH:14][CH:15]=[CH:16][CH:17]=2)=[CH:9][CH:10]=1)[CH2:5][OH:6]. Procedure details: 144 g of 3-fluoro-6-(phenylthio)-benzoic acid in 1000 ml of tetrahydrofuran is treated dropwise under a nitrogen atmosphere and under reflux with a 70% sodium-dihydro-bis(2-methoxyethoxy)-aluminate solution in benzene. The mixture is held under reflux for a further 2 hours. After the addition of 400 ml of benzene, the mixture is cooled to 20° C, acidified with 435 ml of 3-N hydrochloric acid and subsequently treated with 600 ml of concentrated hydrochloric acid. The organic phase is washed with ... Starting materials: C([O-])(O)=O.[Na+] (sodium bicarbonate), BrBr (Bromine), FC=1C=CC2=C(C1)OC[C@H]1[C@@]2(N=C(SC1)N)C (rel-(4aR,10bS)-8-fluoro-10b-methyl-4,4a,5,10b-tetrahydrochromeno[4,3-d][1,3]thiazin-2-amine), [OH-].[Na+].O (NaOH water). Solvent: C(C)(=O)O (acetic acid). Conditions: time 30 minute. The product is BrC1=CC2=C(C=C1F)OC[C@H]1[C@@]2(N=C(SC1)N)C (rel-(4aR,10bS)-9-bromo-8-fluoro-10b-methyl-4,4a,5,10b-tetrahydrochromeno[4,3-d][1,3]thiazin-2-amine). The yield is 63.5%. RXN SMILES: [Br:1]Br.[F:3][C:4]1[CH:5]=[CH:6][C:7]2[C@@:13]3([CH3:19])[N:14]=[C:15]([NH2:18])[S:16][CH2:17][C@H:12]3[CH2:11][O:10][C:8]=2[CH:9]=1.[OH-].[Na+].O.C(=O)(O)[O-].[Na+]>C(O)(=O)C>[Br:1][C:5]1[C:4]([F:3])=[CH:9][C:8]2[O:10][CH2:11][C@@H:12]3[CH2:17][S:16][C:15]([NH2:18])=[N:14][C@:13]3([CH3:19])[C:7]=2[CH:6]=1 |f:2.3.4,5.6|. Procedure: Bromine (0.20 mL, 3.80 mmol) was added dropwise to a solution of rel-(4aR,10bS)-8-fluoro-10b-methyl-4,4a,5,10b-tetrahydrochromeno[4,3-d][1,3]thiazin-2-amine from step F6 (644 mg, 2.55 mmol), in acetic acid (20 mL) at rt. The mixture was stirred for 30 min. The reaction was poured onto ice. The slurry was made pH 3 upon slow addition of 50% NaOH/water. The aqueous mixture was made basic pH 7-8 by the addition of solid sodium bicarbonate. The aqueous layers were extracted with EtOAc. The combined ... Reactants: CCN(C(C)C)C(C)C, CN(C)C=O, COc1cc(C(=O)O)ccc1Nc1ncc2c(n1)N(C1CCCC1)CC(F)(F)C(=O)N2C, CC(C)N1CCC(N)CC1, O. The product is COc1cc(C(=O)NC2CCN(C(C)C)CC2)ccc1Nc1ncc2c(n1)N(C1CCCC1)CC(F)(F)C(=O)N2C. Reaction SMILES: [CH2:33]([N:34]([CH:35]([CH3:36])[CH3:37])[CH:38]([CH3:39])[CH3:40])[CH3:41].[CH3:52][N:53]([CH3:54])[CH:55]=[O:56].[CH:1]1([N:6]2[c:7]3[c:8]([cH:17][n:18][c:19]([NH:21][c:22]4[c:23]([O:31][CH3:32])[cH:24][c:25]([C:26](=[O:27])[OH:28])[cH:29][cH:30]4)[n:20]3)[N:9]([CH3:16])[C:10](=[O:15])[C:11]([F:13])([F:14])[CH2:12]2)[CH2:2][CH2:3][CH2:4][CH2:5]1.[CH:42]([CH3:43])([CH3:44])[N:45]1[CH2:46][CH2:47][CH:48]([NH2:51])[CH2:49][CH2:50]1.[OH2:57]>>[CH:1]1([N:6]2[c:7]3[c:8]([cH:17][n:18][c:19]([NH:21][c:22]4[c:23]([O:31][CH3:32])[cH:24][c:25]([C:26](=[O:27])[NH:51][CH:48]5[CH2:47][CH2:46][N:45]([CH:42]([CH3:43])[CH3:44])[CH2:50][CH2:49]5)[cH:29][cH:30]4)[n:20]3)[N:9]([CH3:16])[C:10](=[O:15])[C:11]([F:13])([F:14])[CH2:12]2)[CH2:2][CH2:3][CH2:4][CH2:5]1. Starting materials: N1C[C@@H](CC1)O ((3R)pyrrolidin-3-ol), BrCCCC=1SC=CC1 (2-(3-bromopropyl)thiophene). Yields the product S1C(=CC=C1)CCCN1C[C@@H](CC1)O ((3R)-1-(3-thien-2-ylpropyl)pyrrolidin-3-ol). Yield: 85.0%. RXN SMILES: [NH:1]1[CH2:5][CH2:4][C@@H:3]([OH:6])[CH2:2]1.Br[CH2:8][CH2:9][CH2:10][C:11]1[S:12][CH:13]=[CH:14][CH:15]=1>>[S:12]1[CH:13]=[CH:14][CH:15]=[C:11]1[CH2:10][CH2:9][CH2:8][N:1]1[CH2:5][CH2:4][C@@H:3]([OH:6])[CH2:2]1. Procedure details: Prepared as in Intermediate I-15 from (3R)pyrrolidin-3-ol (commercially available) and 2-(3-bromopropyl)thiophene. The yield was 1.02 g (85%) of the title compound.